From a dataset of the Open Reaction Database (ORD), a public repository of structured organic reaction records. describe an organic reaction: reactants, conditions, products, and yield The reactants are ClC1=NC=C(C(=N1)NC1=CC2=C(C=C1)OCCO2)F (2-chloro-N4-(3,4-ethylenedioxyphenyl)-5-fluoro-4-pyrimidineamine), COC=1C=C(N)C=C(C1OC)OC (3,4,5-trimethoxyaniline). Product: C1OC=2C=C(C=CC2OC1)NC1=NC(=NC=C1F)NC1=CC(=C(C(=C1)OC)OC)OC (N4-(3,4-ethylenedioxyphenyl)-5-fluoro-N2-(3,4,5-trimethoxyphenyl)-2,4-pyrimidinediamine). As a reaction SMILES: Cl[C:2]1[N:7]=[C:6]([NH:8][C:9]2[CH:14]=[CH:13][C:12]3[O:15][CH2:16][CH2:17][O:18][C:11]=3[CH:10]=2)[C:5]([F:19])=[CH:4][N:3]=1.[CH3:20][O:21][C:22]1[CH:23]=[C:24]([CH:26]=[C:27]([O:31][CH3:32])[C:28]=1[O:29][CH3:30])[NH2:25]>>[CH2:17]1[CH2:16][O:15][C:12]2[CH:13]=[CH:14][C:9]([NH:8][C:6]3[C:5]([F:19])=[CH:4][N:3]=[C:2]([NH:25][C:24]4[CH:26]=[C:27]([O:31][CH3:32])[C:28]([O:29][CH3:30])=[C:22]([O:21][CH3:20])[CH:23]=4)[N:7]=3)=[CH:10][C:11]=2[O:18]1. Reported procedure: In a like manner to the preparation of N4-(3,4-ethylenedioxyphenyl)-5-fluoro-N2-(3-hydroxyphenyl)-2,4-pyrimidinediamine, 2-chloro-N4-(3,4-ethylenedioxyphenyl)-5-fluoro-4-pyrimidineamine and 3,4,5-trimethoxyaniline were reacted to produce N4-(3,4-ethylenedioxyphenyl)-5-fluoro-N2-(3,4,5-trimethoxyphenyl)-2,4-pyrimidinediamine Reactants: ClC1=NC=C(C(=O)OC)C=C1[N+](=O)[O-] (methyl 6-chloro-5-nitronicotinate), S.[Na] (sodium hydrogensulfide). The solvent is CO (methanol). The product is NC=1C(=NC=C(C(=O)OC)C1)S (Methyl 5-amino-6-mercaptonicotinate). The yield is 484.0%. As a reaction SMILES: Cl[C:2]1[C:11]([N+:12]([O-])=O)=[CH:10][C:5]([C:6]([O:8][CH3:9])=[O:7])=[CH:4][N:3]=1.[SH2:15].[Na]>CO>[NH2:12][C:11]1[C:2]([SH:15])=[N:3][CH:4]=[C:5]([CH:10]=1)[C:6]([O:8][CH3:9])=[O:7] |f:1.2,^1:15|. Reported procedure: To a solution of 6 g of methyl 6-chloro-5-nitronicotinate in methanol (100 ml) was added 6.7 g of sodium hydrogensulfide and the resulting mixture was heated under reflux for 2 hours. After distilling off the solvent under reduced pressure, dilute hydrochloric acid was added to the residue followed by extraction with ethyl acetate. The organic layer was dried over anhydrous magnesium sulfate and the solvent was distilled off under reduced pressure. Diisopropyl ether was added to the residue and ... Starting materials: C(C)(C)(C)OC(=O)N1CCC(=CC1)C1=CC=C(C=N1)NC(=O)C=1C=NN(C1C)C1=NC=C(C=C1)C(F)(F)F (N-[6-(1-tert-butyloxycarbonyl-1,2,3,6-tetrahydropyridin-4-yl)pyridin-3-yl]-5-methyl-1-[5-(trifluoromethyl)pyridin-2-yl]-1H-pyrazole-4-carboxamide), FC(C(=O)O)(F)F (trifluoroacetic acid), aqueous solution, [OH-].[Na+] (sodium hydroxide). Run in ClCCl (dichloromethane). Reaction conditions: time 4.5 hour. Product: CC1=C(C=NN1C1=NC=C(C=C1)C(F)(F)F)C(=O)NC=1C=NC(=CC1)C=1CCNCC1 (5-Methyl-N-[6-(1,2,3,6-tetrahydropyridin-4-yl)pyridin-3-yl]-1-[5-(trifluoromethyl)pyridin-2-yl]-1H-pyrazole-4-carboxamide). Isolated yield 62.9%. As a reaction SMILES: C(OC([N:8]1[CH2:13][CH:12]=[C:11]([C:14]2[N:19]=[CH:18][C:17]([NH:20][C:21]([C:23]3[CH:24]=[N:25][N:26]([C:29]4[CH:34]=[CH:33][C:32]([C:35]([F:38])([F:37])[F:36])=[CH:31][N:30]=4)[C:27]=3[CH3:28])=[O:22])=[CH:16][CH:15]=2)[CH2:10][CH2:9]1)=O)(C)(C)C.FC(F)(F)C(O)=O.[OH-].[Na+]>ClCCl>[CH3:28][C:27]1[N:26]([C:29]2[CH:34]=[CH:33][C:32]([C:35]([F:37])([F:36])[F:38])=[CH:31][N:30]=2)[N:25]=[CH:24][C:23]=1[C:21]([NH:20][C:17]1[CH:18]=[N:19][C:14]([C:11]2[CH2:12][CH2:13][NH:8][CH2:9][CH:10]=2)=[CH:15][CH:16]=1)=[O:22] |f:2.3|. Procedure: To N-[6-(1-tert-butyloxycarbonyl-1,2,3,6-tetrahydropyridin-4-yl)pyridin-3-yl]-5-methyl-1-[5-(trifluoromethyl)pyridin-2-yl]-1H-pyrazole-4-carboxamide (3.53 g) were added dichloromethane (70 ml) and trifluoroacetic acid (14 ml), and stirred at room temperature for 4.5 hours. To the reaction solution was added 4 N aqueous solution of sodium hydroxide under ice-cooling, and the precipitated solid was purified with basic silica gel chromatography (chloroform/methanol) to give the titled compound (1.8... Reactants: C(C)(C)(C)N1C(N(C2=C1C=CC=C2)[C@H]([C@@H](CO)O)C2=CC=CC=C2)=O (1-tert-butyl-3-[(1S,2S)-2,3-dihydroxy-1-phenyl-propyl]-1,3-dihydro-2H-benzimidazol-2-one), C1(=CC=C(C=C1)S(=O)(=O)Cl)C (para-toluenesulfonyl chloride), aqueous solution, Cl (hydrochloric acid). Run in N1=CC=CC=C1 (pyridine). The product is C(C)(C)(C)N1C(N(C2=C1C=CC=C2)[C@H]([C@@H](COS(=O)(=O)C2=CC=C(C=C2)C)O)C2=CC=CC=C2)=O ((2S,3S)-toluene-4-sulfonic acid 3-(3-tert-butyl-2-oxo-2,3-dihydro-benzimidazol-1-yl)-2-hydroxy-3-phenyl-propyl ester). As a reaction SMILES: [C:1]([N:5]1[C:9]2[CH:10]=[CH:11][CH:12]=[CH:13][C:8]=2[N:7]([C@@H:14]([C:19]2[CH:24]=[CH:23][CH:22]=[CH:21][CH:20]=2)[C@H:15]([OH:18])[CH2:16][OH:17])[C:6]1=[O:25])([CH3:4])([CH3:3])[CH3:2].[C:26]1([CH3:36])[CH:31]=[CH:30][C:29]([S:32](Cl)(=[O:34])=[O:33])=[CH:28][CH:27]=1.Cl>N1C=CC=CC=1>[C:1]([N:5]1[C:9]2[CH:10]=[CH:11][CH:12]=[CH:13][C:8]=2[N:7]([C@@H:14]([C:19]2[CH:20]=[CH:21][CH:22]=[CH:23][CH:24]=2)[C@H:15]([OH:18])[CH2:16][O:17][S:32]([C:29]2[CH:30]=[CH:31][C:26]([CH3:36])=[CH:27][CH:28]=2)(=[O:34])=[O:33])[C:6]1=[O:25])([CH3:4])([CH3:2])[CH3:3]. Reported procedure: A solution of 1-tert-butyl-3-[(1S,2S)-2,3-dihydroxy-1-phenyl-propyl]-1,3-dihydro-2H-benzimidazol-2-one (0.55 g, 1.6 mmol) and para-toluenesulfonyl chloride (0.37 g, 1.9 mmol) in anhydrous pyridine (5 mL) was stirred at room temperature under nitrogen for 12 hours. The reaction was poured into a cold 1N aqueous solution of hydrochloric acid (50 mL) and extracted with ethyl acetate (50 mL). The organic layer was dried over anhydrous sodium sulfate, filtered, and concentrated to give (2S,3S)-toluen... Reactants: CCOCC (ether), CC=1C=C(C=C(C1O)C)CCCCN1CCN(CC1)C1=NC=CC=C1NCC (2-[4-(4-(3,5-Dimethyl-4-hydroxyphenyl)butyl)piperazin-1-yl]-N-ethyl-3-pyridineamine), Cl (hydrogen chloride). Run in C(C)(=O)OCC (ethyl acetate). Product: Cl.Cl.CC=1C=C(C=C(C1O)C)CCCCN1CCN(CC1)C1=NC=CC=C1NCC (2-[4-(4-(3,5-Dimethyl-4-hydroxyphenyl)butyl)piperazin-1-yl]-N-ethyl-3-pyridineamine dihydrochloride). Reaction SMILES: [CH3:1][C:2]1[CH:3]=[C:4]([CH2:10][CH2:11][CH2:12][CH2:13][N:14]2[CH2:19][CH2:18][N:17]([C:20]3[C:25]([NH:26][CH2:27][CH3:28])=[CH:24][CH:23]=[CH:22][N:21]=3)[CH2:16][CH2:15]2)[CH:5]=[C:6]([CH3:9])[C:7]=1[OH:8].CCOCC.[ClH:34]>C(OCC)(=O)C>[ClH:34].[ClH:34].[CH3:9][C:6]1[CH:5]=[C:4]([CH2:10][CH2:11][CH2:12][CH2:13][N:14]2[CH2:19][CH2:18][N:17]([C:20]3[C:25]([NH:26][CH2:27][CH3:28])=[CH:24][CH:23]=[CH:22][N:21]=3)[CH2:16][CH2:15]2)[CH:3]=[C:2]([CH3:1])[C:7]=1[OH:8] |f:4.5.6|. Procedure: 2-[4-(4-(3,5-Dimethyl-4-hydroxyphenyl)butyl)piperazin-1-yl]-N-ethyl-3-pyridineamine (EXAMPLE 44) Is dissolved in ethyl acetate and treated in excess with ether which was saturated with hydrogen chloride gas. The salt is filtered and dried under reduced pressure to give the title compound. Reactants: CN1CCC2(CC1)OC(=O)c1c2ccc2c1OCCO2, CC(Cl)OC(=O)Cl, ClCCCl. Product: O=C1OC2(CCNCC2)c2ccc3c(c21)OCCO3. Reaction SMILES: [CH3:1][N:2]1[CH2:3][CH2:4][C:5]2([O:6][C:7](=[O:18])[c:8]3[c:9]4[c:10]([cH:11][cH:12][c:13]32)[O:14][CH2:15][CH2:16][O:17]4)[CH2:19][CH2:20]1.[Cl:21][C:22]([O:23][CH:24]([Cl:25])[CH3:26])=[O:27].[Cl:28][CH2:29][CH2:30][Cl:31]>>[NH:2]1[CH2:3][CH2:4][C:5]2([O:6][C:7](=[O:18])[c:8]3[c:9]4[c:10]([cH:11][cH:12][c:13]32)[O:14][CH2:15][CH2:16][O:17]4)[CH2:19][CH2:20]1. The reactants are BrC=1C=C2C(C(=C(OC2=CC1CC)C1=CC(=C(C(=C1)OC)OCC1=CC=CC=C1)OC)O)=O (6-Bromo-7-ethyl-3-hydroxy-2-(4-benzyloxy-3,5-dimethoxy-phenyl)-chromen-4-one), dichloropalladium(dppf), C=CCCCCCC (1-octene), B1C2CCCC1CCC2 (9-BBN). The solvent is O1CCCC1 (tetrahydrofuran), [OH-].[Na+] (NaOH), O1CCCC1 (tetrahydrofuran), O1CCCC1 (tetrahydrofuran). Reaction conditions: time 7 hour. The product is C(C)C1=C(C=C2C(C(=C(OC2=C1)C1=CC(=C(C(=C1)OC)OCC1=CC=CC=C1)OC)O)=O)CCCCCCCC (7-Ethyl-3-hydroxy-6-octyl-2-(4-benzyloxy-3,5-dimethoxy-phenyl)-chromen-4-one). As a reaction SMILES: C=CCCCCCC.B1[CH:14]2[CH2:15][CH2:16][CH2:17][CH:10]1[CH2:11][CH2:12][CH2:13]2.Br[C:19]1[CH:20]=[C:21]2[C:26](=[CH:27][C:28]=1[CH2:29][CH3:30])[O:25][C:24]([C:31]1[CH:36]=[C:35]([O:37][CH3:38])[C:34]([O:39][CH2:40][C:41]3[CH:46]=[CH:45][CH:44]=[CH:43][CH:42]=3)=[C:33]([O:47][CH3:48])[CH:32]=1)=[C:23]([OH:49])[C:22]2=[O:50]>O1CCCC1.[OH-].[Na+]>[CH2:29]([C:28]1[CH:27]=[C:26]2[C:21]([C:22](=[O:50])[C:23]([OH:49])=[C:24]([C:31]3[CH:32]=[C:33]([O:47][CH3:48])[C:34]([O:39][CH2:40][C:41]4[CH:42]=[CH:43][CH:44]=[CH:45][CH:46]=4)=[C:35]([O:37][CH3:38])[CH:36]=3)[O:25]2)=[CH:20][C:19]=1[CH2:11][CH2:12][CH2:13][CH2:14][CH2:15][CH2:16][CH2:17][CH3:10])[CH3:30] |f:4.5|. Procedure details: To a stirring solution of 1-octene (0.032 g, 0.3 mmol, 1.4 eq) in tetrahydrofuran (1 ml) under argon at 0° C. was added 9-BBN in tetrahydrofuran (0.5M, 0.6 ml, 0.3 mmol, 1.5 eq). The reaction was stirred for 7 hours then 6-bromo-7-ethyl-3-hydroxy-2-(4-benzyloxy-3,5-dimethoxy-phenyl)-chromen-4-one 57 (0.102 g, 0.2 mmol) in tetrahydrofuran (4 ml), 3M NaOH solution (0.2 ml) and dichloropalladium(dppf) (0.005 g, 0.006 mmol, 0.03 eq) were added and the reaction heated to reflux for 15 hours. The reac...